Task: describe an organic reaction: reactants, conditions, products, and yield. Dataset: the Open Reaction Database (ORD), a public repository of structured organic reaction records Starting materials: Cl, CN(C(=O)N(C)C1CNCC1c1ccc(F)cc1)c1cc(C(F)(F)F)cc(C(F)(F)F)c1, O=C(O)CNC(=O)c1ccccn1. Product: CN(C(=O)N(C)C1CN(C(=O)CNC(=O)c2ccccn2)CC1c1ccc(F)cc1)c1cc(C(F)(F)F)cc(C(F)(F)F)c1. RXN SMILES: [ClH:1].[F:2][C:3]([c:4]1[cH:5][c:6]([N:14]([C:15](=[O:16])[N:17]([CH3:18])[CH:19]2[CH2:20][NH:21][CH2:22][CH:23]2[c:24]2[cH:25][cH:26][c:27]([F:30])[cH:28][cH:29]2)[CH3:31])[cH:7][c:8]([C:10]([F:11])([F:12])[F:13])[cH:9]1)([F:32])[F:33].[n:34]1[c:35]([C:40](=[O:41])[NH:42][CH2:43][C:44](=[O:45])[OH:46])[cH:36][cH:37][cH:38][cH:39]1>>[F:2][C:3]([c:4]1[cH:5][c:6]([N:14]([C:15](=[O:16])[N:17]([CH3:18])[CH:19]2[CH2:20][N:21]([C:44]([CH2:43][NH:42][C:40]([c:35]3[n:34][cH:39][cH:38][cH:37][cH:36]3)=[O:41])=[O:45])[CH2:22][CH:23]2[c:24]2[cH:25][cH:26][c:27]([F:30])[cH:28][cH:29]2)[CH3:31])[cH:7][c:8]([C:10]([F:11])([F:12])[F:13])[cH:9]1)([F:32])[F:33].